This data is from the Open Reaction Database (ORD), a public repository of structured organic reaction records. The task is: describe an organic reaction: reactants, conditions, products, and yield The reactants are CC1CN(CCCc2ccccc2)CCN1, c1ccccc1, O=C(Cl)c1ccco1. The product is Cl, CC1CN(CCCc2ccccc2)CCN1C(=O)c1ccco1. As a reaction SMILES: [c:1]1([CH2:7][CH2:8][CH2:9][N:10]2[CH2:11][CH:12]([CH3:16])[NH:13][CH2:14][CH2:15]2)[cH:2][cH:3][cH:4][cH:5][cH:6]1.[cH:25]1[cH:26][cH:27][cH:28][cH:29][cH:30]1.[o:17]1[c:18]([C:22](=[O:23])[Cl:24])[cH:19][cH:20][cH:21]1>>[ClH:24].[c:1]1([CH2:7][CH2:8][CH2:9][N:10]2[CH2:11][CH:12]([CH3:16])[N:13]([C:22]([c:18]3[o:17][cH:21][cH:20][cH:19]3)=[O:23])[CH2:14][CH2:15]2)[cH:2][cH:3][cH:4][cH:5][cH:6]1. Reactants: BrC=1C=CC(=C(C1)C1(COCC(N1)=O)C(F)F)F (5-(5-bromo-2-fluoro-phenyl)-5-difluoromethyl-morpholin-3-one), COC=1C=CC(=CC1)P2(=S)SP(=S)(S2)C=3C=CC(=CC3)OC (Lawesson's reagent). The solvent is C1CCOC1 (THF). Product: BrC=1C=CC(=C(C1)C1(COCC(N1)=S)C(F)F)F (5-(5-Bromo-2-fluoro-phenyl)-5-difluoromethyl-morpholine-3-thione). As a reaction SMILES: [Br:1][C:2]1[CH:3]=[CH:4][C:5]([F:18])=[C:6]([C:8]2([CH:15]([F:17])[F:16])[NH:13][C:12](=O)[CH2:11][O:10][CH2:9]2)[CH:7]=1.COC1C=CC(P2(SP(C3C=CC(OC)=CC=3)(=S)S2)=[S:28])=CC=1>C1COCC1>[Br:1][C:2]1[CH:3]=[CH:4][C:5]([F:18])=[C:6]([C:8]2([CH:15]([F:17])[F:16])[NH:13][C:12](=[S:28])[CH2:11][O:10][CH2:9]2)[CH:7]=1. Reported procedure: A mixture of 7.34 g (22.65 mmol) 5-(5-bromo-2-fluoro-phenyl)-5-difluoromethyl-morpholin-3-one and 5.19 g (12.46 mmol) Lawesson's reagent in 73 ml of THF was refluxed for 1 h. The mixture was concentrated and crystallized from DCM/hexane and recrystallized from EtOH to yield the desired product as colorless crystals. Reactants: O=[N+]([O-])c1cc(Br)c(N=C2NCCN2)c(Br)c1, CCO, Cl, [Fe]. Yields the product Nc1cc(Br)c(N=C2NCCN2)c(Br)c1. RXN SMILES: [Br:2][c:3]1[c:4]([N:13]=[C:14]2[NH:15][CH2:16][CH2:17][NH:18]2)[c:5]([Br:12])[cH:6][c:7]([N+:9]([O-:10])=[O:11])[cH:8]1.[CH3:19][CH2:20][OH:21].[ClH:1].[Fe:22]>>[Br:2][c:3]1[c:4]([N:13]=[C:14]2[NH:15][CH2:16][CH2:17][NH:18]2)[c:5]([Br:12])[cH:6][c:7]([NH2:9])[cH:8]1. The reactants are C(O)([O-])=O.[Na+] (sodium hydrogen carbonate), Cl.ON (hydroxyamine monohydrochloride), C(C)(=O)[O-].[Na+] (sodium acetate), C(C)(C)(C)OC(N(C)C1CC=C(CC1)C1=NC=C(C=C1C)Br)=O (N-[4-(5-bromo-3-methylpyridin-2-yl)cyclohex-3-en-1-yl]-N-methylcarbamic acid-tert-butyl ester), C(C1=CC=CC=C1)(C1=CC=CC=C1)=N (benzophenone imine), CC(C)([O-])C.[Na+] (sodium tert-butoxide). The reagents and catalysts are C(C)(=O)[O-].[Pd+2].C(C)(=O)[O-] (palladium acetate), C1(=CC=CC=C1)P(C1=C(C2=CC=CC=C2C=C1)C1=C(C=CC2=CC=CC=C12)P(C1=CC=CC=C1)C1=CC=CC=C1)C1=CC=CC=C1 ((±)-2,2′-bis(diphenylphosphino)-1,1′-binaphthyl). Run in C1(=CC=CC=C1)C (toluene). Conditions: temperature 120 celsius, time 0.5 hour. Yields the product C(C)(C)(C)OC(N(C)C1CC=C(CC1)C1=NC=C(C=C1C)N)=O (N-[4-(5-Amino-3-methylpyridin-2-yl)cyclohex-3-en-1-yl]-N-methylcarbamic acid tert-butyl ester). Reaction SMILES: [C:1]([O:5][C:6](=[O:23])[N:7]([CH:9]1[CH2:14][CH2:13][C:12]([C:15]2[C:20]([CH3:21])=[CH:19][C:18](Br)=[CH:17][N:16]=2)=[CH:11][CH2:10]1)[CH3:8])([CH3:4])([CH3:3])[CH3:2].C(=[NH:37])(C1C=CC=CC=1)C1C=CC=CC=1.CC(C)([O-])C.[Na+].Cl.ON.C([O-])(=O)C.[Na+].C(=O)([O-])O.[Na+]>C1(C)C=CC=CC=1.C([O-])(=O)C.[Pd+2].C([O-])(=O)C.C1(P(C2C=CC=CC=2)C2C=CC3C(=CC=CC=3)C=2C2C3C(=CC=CC=3)C=CC=2P(C2C=CC=CC=2)C2C=CC=CC=2)C=CC=CC=1>[C:1]([O:5][C:6](=[O:23])[N:7]([CH:9]1[CH2:14][CH2:13][C:12]([C:15]2[C:20]([CH3:21])=[CH:19][C:18]([NH2:37])=[CH:17][N:16]=2)=[CH:11][CH2:10]1)[CH3:8])([CH3:4])([CH3:3])[CH3:2] |f:2.3,4.5,6.7,8.9,11.12.13|. Procedure: To a solution of N-[4-(5-bromo-3-methylpyridin-2-yl)cyclohex-3-en-1-yl]-N-methylcarbamic acid-tert-butyl ester (1.25 g) in toluene (17 ml) were added palladium acetate (18 mg), benzophenone imine (0.6 ml), (±)-2,2′-bis(diphenylphosphino)-1,1′-binaphthyl (51 mg) and sodium tert-butoxide (473 mg) at room temperature, and stirred at 120° C. for 0.5 hours. Then, after the mixture was cooled to room temperature, hydroxyamine monohydrochloride (683 mg) and sodium acetate (1.6 g) were added thereto, an... Starting materials: COC(=O)c1cc2c([nH]1)CCC2Cc1cccc(Br)c1, C1CCOC1, CO, [Li+], [OH-]. Yields the product O=C(O)c1cc2c([nH]1)CCC2Cc1cccc(Br)c1. Reaction SMILES: [Br:1][c:2]1[cH:3][c:4]([CH2:5][CH:6]2[CH2:7][CH2:8][c:9]3[nH:10][c:11]([C:14](=[O:15])[O:16][CH3:17])[cH:12][c:13]32)[cH:18][cH:19][cH:20]1.[CH2:25]1[O:26][CH2:27][CH2:28][CH2:29]1.[CH3:23][OH:24].[Li+:21].[OH-:22]>>[Br:1][c:2]1[cH:3][c:4]([CH2:5][CH:6]2[CH2:7][CH2:8][c:9]3[nH:10][c:11]([C:14](=[O:15])[OH:16])[cH:12][c:13]32)[cH:18][cH:19][cH:20]1. Isolated yield 47.0%. Yields the product COC=1C=C2C=NN(C2=CC1)C (5-Methoxy-1-methyl-1H-indazole). Procedure details: A solution of 6-methoxy indazole (it) (5 g, 33.75 mmol; see Tet Lett., 43(15): 2695 (2002)) in DMF (200 mL) was treated with potassium carbonate (6.06 g, 43.87 mmol) at room temperature. After stirring at for 15 minutes, methyl iodide (2.33 mL, 37.12 mmol) was added. The resulting mixture was heated at 110° C. for 18 hours. LC showed minor starting material left. Additional methyl iodide was added (2.33 mL) and stirring continued for an additional 18 hours. LC showed a 2:1 mixture of the N1 to N... Run in CN(C)C=O (DMF). RXN SMILES: CO[C:3]1[CH:11]=[C:10]2[C:6]([CH:7]=[N:8][NH:9]2)=[CH:5][CH:4]=1.[C:12](=[O:15])([O-])[O-].[K+].[K+].[CH3:18]I.N#N>CN(C=O)C>[CH3:12][O:15][C:4]1[CH:5]=[C:6]2[C:10](=[CH:11][CH:3]=1)[N:9]([CH3:18])[N:8]=[CH:7]2 |f:1.2.3|. Starting materials: CI (methyl iodide), N#N (N2), COC1=CC=C2C=NNC2=C1 (6-methoxy indazole), C([O-])([O-])=O.[K+].[K+] (potassium carbonate), CI (methyl iodide). Conditions: temperature 110 celsius, time 18 hour. The reactants are CCO, Cl, CN1CCC(Nc2ccc([N+](=O)[O-])cc2[N+](=O)[O-])CC1, O. The product is CN1CCC(Nc2ccc([N+](=O)[O-])cc2N)CC1. Reaction SMILES: [CH3:23][CH2:24][OH:25].[ClH:22].[N+:1]([O-:2])(=[O:3])[c:4]1[c:5]([NH:13][CH:14]2[CH2:15][CH2:16][N:17]([CH3:20])[CH2:18][CH2:19]2)[cH:6][cH:7][c:8]([N+:10](=[O:11])[O-:12])[cH:9]1.[OH2:21]>>[NH2:1][c:4]1[c:5]([NH:13][CH:14]2[CH2:15][CH2:16][N:17]([CH3:20])[CH2:18][CH2:19]2)[cH:6][cH:7][c:8]([N+:10](=[O:11])[O-:12])[cH:9]1.